This data is from the Open Reaction Database (ORD), a public repository of structured organic reaction records. The task is: describe an organic reaction: reactants, conditions, products, and yield Reactants: BrC=1C=C(C=2C=NN(C2C1)C(C)C)C(=O)NCC=1C(NC(=CC1CCC)C)=O (6-bromo-1-(1-methylethyl)-N-[(6-methyl-2-oxo-4-propyl-1,2-dihydro-3-pyridinyl)methyl]-1H-indazole-4-carboxamide), CC1=NC=CC=C1B(O)O ((2-methyl-3-pyridinyl)boronic acid). The product is CC(C)N1N=CC=2C(=CC(=CC12)C=1C(=NC=CC1)C)C(=O)NCC=1C(NC(=CC1CCC)C)=O (1-(1-methylethyl)-N-[(6-methyl-2-oxo-4-propyl-1,2-dihydro-3-pyridinyl)methyl]-6-(2-methyl-3-pyridinyl)-1H-indazole-4-carboxamide). RXN SMILES: Br[C:2]1[CH:3]=[C:4]([C:14]([NH:16][CH2:17][C:18]2[C:19](=[O:28])[NH:20][C:21]([CH3:27])=[CH:22][C:23]=2[CH2:24][CH2:25][CH3:26])=[O:15])[C:5]2[CH:6]=[N:7][N:8]([CH:11]([CH3:13])[CH3:12])[C:9]=2[CH:10]=1.[CH3:29][C:30]1[C:35](B(O)O)=[CH:34][CH:33]=[CH:32][N:31]=1>>[CH3:12][CH:11]([N:8]1[C:9]2[CH:10]=[C:2]([C:35]3[C:30]([CH3:29])=[N:31][CH:32]=[CH:33][CH:34]=3)[CH:3]=[C:4]([C:14]([NH:16][CH2:17][C:18]3[C:19](=[O:28])[NH:20][C:21]([CH3:27])=[CH:22][C:23]=3[CH2:24][CH2:25][CH3:26])=[O:15])[C:5]=2[CH:6]=[N:7]1)[CH3:13]. Procedure details: The title compound was prepared in a similar manner as described for example 8 from 6-bromo-1-(1-methylethyl)-N-[(6-methyl-2-oxo-4-propyl-1,2-dihydro-3-pyridinyl)methyl]-1H-indazole-4-carboxamide (100 mg, 0.225 mmol) and (2-methyl-3-pyridinyl)boronic acid (46 mg, 0.337 mmol). The product was collected as a white solid (68 mg, 66%). 1H NMR (400 MHz, DMSO-d6) δ ppm 11.44 (br. s., 1H) 8.57 (br. s., 1H) 8.50 (dd, J=4.93, 1.64 Hz, 1H) 8.43 (s, 1H) 7.90 (s, 1H) 7.73 (dd, J=7.71, 1.64 Hz, 1H) 7.59 (d, ... The reactants are CCN, Cn1cccc1C=O. Product: CCNCc1cccn1C. As a reaction SMILES: [CH3:1][CH2:2][NH2:3].[CH3:4][n:5]1[c:6]([CH:10]=[O:11])[cH:7][cH:8][cH:9]1>>[CH3:1][CH2:2][NH:3][CH2:10][c:6]1[n:5]([CH3:4])[cH:9][cH:8][cH:7]1. Reported procedure: To a suspension of 9.05 g (42 mmol) of pyridinium chlorochromate and 3.4 g (42 mmol) of sodium acetate in 150 ml of methylene chloride is added 2.2 g (7 mmol) of 2-[5-(4-chlorophenoxy)-1-hydroxypentyl]-2-oxiranecarboxylic acid methyl ester of Example 2, part 2. The mixture is stirred for 4 hours, is diluted with ethyl ether and filtered through Florisil. The solution is rotoevaporated and is chromatographed preparatively on silica gel using hexane:ethyl ether (3:2) as eluting solvent. The approp... RXN SMILES: [Cr](Cl)([O-])(=O)=O.[NH+]1C=CC=CC=1.C([O-])(=O)C.[Na+].[CH3:17][O:18][C:19]([C:21]1([CH:24]([OH:37])[CH2:25][CH2:26][CH2:27][CH2:28][O:29][C:30]2[CH:35]=[CH:34][C:33]([Cl:36])=[CH:32][CH:31]=2)[CH2:23][O:22]1)=[O:20].CCCCCC.C(OCC)C>C(Cl)Cl.C(OCC)C>[CH3:17][O:18][C:19]([C:21]1([C:24](=[O:37])[CH2:25][CH2:26][CH2:27][CH2:28][O:29][C:30]2[CH:35]=[CH:34][C:33]([Cl:36])=[CH:32][CH:31]=2)[CH2:23][O:22]1)=[O:20] |f:0.1,2.3,5.6|. The product is COC(=O)C1(OC1)C(CCCCOC1=CC=C(C=C1)Cl)=O (2-[5-(4-Chlorophenoxy)-1-oxopentyl]-2-oxiranecarboxylic acid methyl ester). Run in C(Cl)Cl (methylene chloride), C(C)OCC (ethyl ether). The reactants are CCCCCC.C(C)OCC (hexane ethyl ether), COC(=O)C1(OC1)C(CCCCOC1=CC=C(C=C1)Cl)O (2-[5-(4-chlorophenoxy)-1-hydroxypentyl]-2-oxiranecarboxylic acid methyl ester), [Cr](=O)(=O)([O-])Cl.[NH+]1=CC=CC=C1 (pyridinium chlorochromate), C(C)(=O)[O-].[Na+] (sodium acetate). Conditions: time 4 hour. Yield: 23.9%. The reactants are C#CC (Propyne), C(C)(C)(C)OC(NC=1C=NC(=CC1I)C1=CC=CC=C1)=O ((4-iodo-6-phenylpyridin-3-yl)carbamic acid tert-butyl ester), C(C)(=O)OCC (ethyl acetate), [Cl-].[NH4+] (ammonium chloride). The reagents and catalysts are Cl[Pd]([P](C1=CC=CC=C1)(C2=CC=CC=C2)C3=CC=CC=C3)([P](C4=CC=CC=C4)(C5=CC=CC=C5)C6=CC=CC=C6)Cl (dichlorobis(triphenylphosphine)palladium), [Cu]I (CuI). The solvent is CN(C)C=O (DMF), C(C)N(CC)CC (triethylamine). Conditions: time 8 hour. Yields the product C(C)(C)(C)OC(NC=1C=NC(=CC1C#CC)C1=CC=CC=C1)=O ((6-phenyl-4-prop-1-ynylpyridin-3-yl)carbamic acid tert-butyl ester). Isolated yield 95.7%. Reaction SMILES: [CH:1]#[C:2][CH3:3].[C:4]([O:8][C:9](=[O:24])[NH:10][C:11]1[CH:12]=[N:13][C:14]([C:18]2[CH:23]=[CH:22][CH:21]=[CH:20][CH:19]=2)=[CH:15][C:16]=1I)([CH3:7])([CH3:6])[CH3:5].C(OCC)(=O)C.[Cl-].[NH4+]>CN(C=O)C.C(N(CC)CC)C.Cl[Pd](Cl)([P](C1C=CC=CC=1)(C1C=CC=CC=1)C1C=CC=CC=1)[P](C1C=CC=CC=1)(C1C=CC=CC=1)C1C=CC=CC=1.[Cu]I>[C:4]([O:8][C:9](=[O:24])[NH:10][C:11]1[CH:12]=[N:13][C:14]([C:18]2[CH:23]=[CH:22][CH:21]=[CH:20][CH:19]=2)=[CH:15][C:16]=1[C:1]#[C:2][CH3:3])([CH3:7])([CH3:6])[CH3:5] |f:3.4,^1:47,66|. Reported procedure: Propyne (0.60 mL, 11.4 mmol) was condensed in a pressure tube at −78° C. A solution of (4-iodo-6-phenylpyridin-3-yl)carbamic acid tert-butyl ester (900 mg, 2.27 mmol) in 2 mL of DMF, 6 mL of triethylamine, dichlorobis(triphenylphosphine)palladium (II) (80.2 mg, 0.114 mmol), and CuI (43.0 mg, 0.227 mmol) were added, the tube was sealed, and the mixture was stirred at room temperature overnight. The mixture was cooled to −78° C., the sealed tube was opened, and 20 mL of ethyl acetate and 10 mL of ...